From a dataset of the Open Reaction Database (ORD), a public repository of structured organic reaction records. describe an organic reaction: reactants, conditions, products, and yield Starting materials: C1(=CC=CC=C1)OC (anisole), FC(C(=O)O)(F)F (trifluoroacetic acid), CCOCC (ether), C(C)(=O)OCC1=C(N2C([C@H]([C@H]2SC1)NC=1SC(=CN1)C(C)=O)=O)C(=O)OC(C1=CC=CC=C1)C1=CC=CC=C1 ((6R-trans)-3-[(acetyloxy)methyl]-7-[(5-acetyl-2-thiazolyl)amino]-8-oxo-5-thia-1-azabicyclo[4.2.0]oct-2-ene-2-carboxylic acid, diphenylmethyl ester). The solvent is ClCCl (dichloromethane), petroleum ether. Run at temperature 0 celsius, time 30 minute. Product: C(C)(=O)OCC1=C(N2C([C@H]([C@H]2SC1)NC=1SC(=CN1)C(C)=O)=O)C(=O)O ((6R-trans)-3-[(Acetyloxy)methyl]-7-[(5-acetyl-2-thiazolyl)amino]-8-oxo-5-thia-1-azabicyclo[4.2.0]oct-2-ene-2-carboxylic acid). The yield is 75.1%. Reaction SMILES: [C:1]([O:4][CH2:5][C:6]1[CH2:13][S:12][C@H:11]2[N:8]([C:9](=[O:23])[C@H:10]2[NH:14][C:15]2[S:16][C:17]([C:20](=[O:22])[CH3:21])=[CH:18][N:19]=2)[C:7]=1[C:24]([O:26]C(C1C=CC=CC=1)C1C=CC=CC=1)=[O:25])(=[O:3])[CH3:2].C1(OC)C=CC=CC=1.FC(F)(F)C(O)=O.CCOCC>ClCCl>[C:1]([O:4][CH2:5][C:6]1[CH2:13][S:12][C@H:11]2[N:8]([C:9](=[O:23])[C@H:10]2[NH:14][C:15]2[S:16][C:17]([C:20](=[O:22])[CH3:21])=[CH:18][N:19]=2)[C:7]=1[C:24]([OH:26])=[O:25])(=[O:3])[CH3:2]. Procedure: A mixture of 255 mg of (6R-trans)-3-[(acetyloxy)methyl]-7-[(5-acetyl-2-thiazolyl)amino]-8-oxo-5-thia-1-azabicyclo[4.2.0]oct-2-ene-2-carboxylic acid, diphenylmethyl ester was reacted with anisole and trifluoroacetic acid in dichloromethane with stirring at 0° C. for 30 minutes, then at room temperature for 30 minutes. The addition of ether and petroleum ether gave a precipitate which was washed with ether, giving 135 mg of the desired product as a pale yellow powder.